From a dataset of the Open Reaction Database (ORD), a public repository of structured organic reaction records. describe an organic reaction: reactants, conditions, products, and yield As a reaction SMILES: [Br:1][c:2]1[cH:3][c:4]([CH3:21])[c:5](-[c:9]2[c:10]([CH3:20])[s:11][c:12]3[c:13]2[n:14][c:15]([CH3:19])[n:16][c:17]3[Cl:18])[c:6]([CH3:8])[cH:7]1.[CH3:44][CH2:45][OH:46].[CH:30]([N:31]([CH2:32][CH3:33])[CH:34]([CH3:35])[CH3:36])([CH3:37])[CH3:38].[NH:22]1[CH2:23][CH2:24][CH:25]([CH2:28][OH:29])[CH2:26][CH2:27]1.[Na+:39].[OH:40][C:41](=[O:42])[O-:43]>>[Br:1][c:2]1[cH:3][c:4]([CH3:21])[c:5](-[c:9]2[c:10]([CH3:20])[s:11][c:12]3[c:13]2[n:14][c:15]([CH3:19])[n:16][c:17]3[N:22]2[CH2:23][CH2:24][CH:25]([CH2:28][OH:29])[CH2:26][CH2:27]2)[c:6]([CH3:8])[cH:7]1. Starting materials: Cc1nc(Cl)c2sc(C)c(-c3c(C)cc(Br)cc3C)c2n1, CCO, CCN(C(C)C)C(C)C, OCC1CCNCC1, [Na+], O=C([O-])O. Product: Cc1nc(N2CCC(CO)CC2)c2sc(C)c(-c3c(C)cc(Br)cc3C)c2n1. Reactants: C(C)OC(=O)C1=CC=C(C=C1)C1=C(C=CC=C1)CN1C=CC2=CC(=CC=C12)C(=O)O (1-((4′-(ethoxycarbonyl)-[1,1′-biphenyl]-2-yl)methyl)-1H-indole-5-carboxylic acid), [N+](=O)([O-])C1=CC=C(C=C1)[C@H](C)N ((S)-1-(4-nitrophenyl)ethanamine). Yields the product [N+](=O)([O-])C1=CC=C(C=C1)[C@H](C)NC(=O)C=1C=C2C=CN(C2=CC1)CC1=C(C=CC=C1)C1=CC=C(C=C1)C(=O)OCC ((S)-Ethyl 2′-((5-((1-(4-nitrophenyl)ethyl)carbamoyl)-1H-indol-1-yl)methyl)-[1,1′-biphenyl]-4-carboxylate). As a reaction SMILES: [CH2:1]([O:3][C:4]([C:6]1[CH:11]=[CH:10][C:9]([C:12]2[CH:17]=[CH:16][CH:15]=[CH:14][C:13]=2[CH2:18][N:19]2[C:27]3[C:22](=[CH:23][C:24]([C:28]([OH:30])=O)=[CH:25][CH:26]=3)[CH:21]=[CH:20]2)=[CH:8][CH:7]=1)=[O:5])[CH3:2].[N+:31]([C:34]1[CH:39]=[CH:38][C:37]([C@@H:40]([NH2:42])[CH3:41])=[CH:36][CH:35]=1)([O-:33])=[O:32]>>[N+:31]([C:34]1[CH:35]=[CH:36][C:37]([C@@H:40]([NH:42][C:28]([C:24]2[CH:23]=[C:22]3[C:27](=[CH:26][CH:25]=2)[N:19]([CH2:18][C:13]2[CH:14]=[CH:15][CH:16]=[CH:17][C:12]=2[C:9]2[CH:8]=[CH:7][C:6]([C:4]([O:3][CH2:1][CH3:2])=[O:5])=[CH:11][CH:10]=2)[CH:20]=[CH:21]3)=[O:30])[CH3:41])=[CH:38][CH:39]=1)([O-:33])=[O:32]. Procedure details: The title compound was prepared following the same protocol as described in Step 8, Example 1, using the 1-((4′-(ethoxycarbonyl)-[1,1′-biphenyl]-2-yl)methyl)-1H-indole-5-carboxylic acid instead of the 1-((2′-(tert-Butoxycarbonyl)biphenyl-4-yl)methyl)-2,3-dimethyl-1H-indole-5-carboxylic acid and the (S)-1-(4-nitrophenyl)ethanamine instead of the (S)-1-(4-bromophenyl)ethanamine. Reactants: C(C)C1C(CC(C(C(OC(C2CCCCN2C(C(C2(C(CC(C(C(CC(CC(=C1)C)C)OC)O2)OC)C)O)=O)=O)=O)C(=CC2CC(C(CC2)N)OCC=C)C)C)O)=O (17-ethyl-1,14-dihydroxy-12-[2'-(4"-amino-3"-allyloxycyclohexyl)-1'-methylvinyl]-23,25-dimethoxy-13,19,21,27-tetramethyl-11,28-dioxa-4-azatricyclo[22.3.1.04,9 ]octacos-18-ene-2,3,10,16-tetraone), C(C)(=O)OCC(=O)Cl (acetoxyacetyl chloride). Run in C(Cl)Cl (methylene chloride), C(Cl)Cl (methylene chloride). Reaction conditions: temperature 0 celsius, time 30 minute. Yields the product C(C)C1C(CC(C(C(OC(C2CCCCN2C(C(C2(C(CC(C(C(CC(CC(=C1)C)C)OC)O2)OC)C)O)=O)=O)=O)C(=CC2CC(C(CC2)NC(COC(C)=O)=O)OCC=C)C)C)O)=O (17-Ethyl-1,14-dihydroxy-12-[2'-(4"-acetoxyacetylamino-3"-allyloxycyclohexyl)-1'-methylvinyl]-23,25-dimethoxy-13,19,21,27-tetramethyl-11,28-dioxa-4-azatricyclo-[22.3.1.04,9 ]octacos-18-ene-2,3,10,16-tetraone). RXN SMILES: [CH2:1]([CH:3]1[CH:29]=[C:28]([CH3:30])[CH2:27][CH:26]([CH3:31])[CH2:25][CH:24]([O:32][CH3:33])[CH:23]2[O:34][C:19]([OH:38])([CH:20]([CH3:37])[CH2:21][CH:22]2[O:35][CH3:36])[C:18](=[O:39])[C:17](=[O:40])[N:16]2[CH:11]([CH2:12][CH2:13][CH2:14][CH2:15]2)[C:10](=[O:41])[O:9][CH:8]([C:42]([CH3:55])=[CH:43][CH:44]2[CH2:49][CH2:48][CH:47]([NH2:50])[CH:46]([O:51][CH2:52][CH:53]=[CH2:54])[CH2:45]2)[CH:7]([CH3:56])[CH:6]([OH:57])[CH2:5][C:4]1=[O:58])[CH3:2].[C:59]([O:62][CH2:63][C:64](Cl)=[O:65])(=[O:61])[CH3:60]>C(Cl)Cl>[CH2:1]([CH:3]1[CH:29]=[C:28]([CH3:30])[CH2:27][CH:26]([CH3:31])[CH2:25][CH:24]([O:32][CH3:33])[CH:23]2[O:34][C:19]([OH:38])([CH:20]([CH3:37])[CH2:21][CH:22]2[O:35][CH3:36])[C:18](=[O:39])[C:17](=[O:40])[N:16]2[CH:11]([CH2:12][CH2:13][CH2:14][CH2:15]2)[C:10](=[O:41])[O:9][CH:8]([C:42]([CH3:55])=[CH:43][CH:44]2[CH2:49][CH2:48][CH:47]([NH:50][C:64](=[O:65])[CH2:63][O:62][C:59](=[O:61])[CH3:60])[CH:46]([O:51][CH2:52][CH:53]=[CH2:54])[CH2:45]2)[CH:7]([CH3:56])[CH:6]([OH:57])[CH2:5][C:4]1=[O:58])[CH3:2]. Procedure details: A solution of 17-ethyl-1,14-dihydroxy-12-[2'-(4"-amino-3"-allyloxycyclohexyl)-1'-methylvinyl]-23,25-dimethoxy-13,19,21,27-tetramethyl-11,28-dioxa-4-azatricyclo[22.3.1.04,9 ]octacos-18-ene-2,3,10,16-tetraone (40 mg) in dry methylene chloride (0.4 ml) is cooled to 0° C. To this solution is added a solution of acetoxyacetyl chloride (9 mg) in methylene chloride (0.5 ml). The reaction mixture is stirred at 0° C. for 30 minutes, and quenched with a drop of methanol. Purification by preparative tlc on... Reactants: solution, S1C=NC2=C1C=C(C=C2)OS(=O)(=O)C(F)(F)F (Trifluoro-methanesulfonic acid benzothiazol-6-yl ester), COC=1C=CC2=C(SC=C2)C1 (6-methoxybenzo[b]thiophene), [Li]CCCC (n-BuLi), [Cl-].[Li+] (lithium chloride), tetrakis-triphenylphosphine palladium. The reagents and catalysts are [Cl-].[Zn+2].[Cl-] (zinc chloride). Solvent: C1CCOC1 (THF), C1CCOC1 (THF), C1CCOC1 (THF). Reaction conditions: temperature 0 celsius, time 0.5 hour. Product: COC=1C=CC2=C(SC(=C2)C2=CC3=C(N=CS3)C=C2)C1 (6-(6-Methoxy-benzo[b]thiophen-2-yl)-benzothiazole). RXN SMILES: [CH3:1][O:2][C:3]1[CH:4]=[CH:5][C:6]2[CH:10]=[CH:9][S:8][C:7]=2[CH:11]=1.[Li]CCCC.[Cl-].[Li+].[S:19]1[C:23]2[CH:24]=[C:25](OS(C(F)(F)F)(=O)=O)[CH:26]=[CH:27][C:22]=2[N:21]=[CH:20]1>C1COCC1.[Cl-].[Zn+2].[Cl-]>[CH3:1][O:2][C:3]1[CH:4]=[CH:5][C:6]2[CH:10]=[C:9]([C:25]3[CH:26]=[CH:27][C:22]4[N:21]=[CH:20][S:19][C:23]=4[CH:24]=3)[S:8][C:7]=2[CH:11]=1 |f:2.3,6.7.8|. Reported procedure: A solution of 6-methoxybenzo[b]thiophene (300 mg, 1.82 mmol) in 5 mL of THF was cooled to −20° C. and 2.5 M n-BuLi (0.8 mL, 2.01 mmol) was added dropwise. The reaction was stirred at 0° C. for 0.5 hrs and then warmed to room temperature for an additional 0.5 hrs. Next a 0.5 M solution of anhydrous zinc chloride in THF (4.75 mL, 2.38 mmol) was added and the reaction was stirred at room temperature for 15 minutes followed by the addition of anhydrous lithium chloride (3 equivalents), tetrakis-trip... Starting materials: O=C1CCC(=O)N1Br, O=C(OOC(=O)c1ccccc1)c1ccccc1, ClC(Cl)(Cl)Cl, CCCCOC(=O)C(C)(C)c1ccc(C)cc1. Yields the product CCCCOC(=O)C(C)(C)c1ccc(CBr)cc1. Reaction SMILES: [Br:18][N:19]1[C:20](=[O:21])[CH2:22][CH2:23][C:24]1=[O:25].[C:26]([O:27][O:28][C:29](=[O:30])[c:31]1[cH:32][cH:33][cH:34][cH:35][cH:36]1)(=[O:37])[c:38]1[cH:39][cH:40][cH:41][cH:42][cH:43]1.[C:44]([Cl:45])([Cl:46])([Cl:47])[Cl:48].[CH3:1][c:2]1[cH:3][cH:4][c:5]([C:8]([C:9](=[O:10])[O:11][CH2:12][CH2:13][CH2:14][CH3:15])([CH3:16])[CH3:17])[cH:6][cH:7]1>>[CH2:1]([c:2]1[cH:3][cH:4][c:5]([C:8]([C:9](=[O:10])[O:11][CH2:12][CH2:13][CH2:14][CH3:15])([CH3:16])[CH3:17])[cH:6][cH:7]1)[Br:18].